Dataset: the Open Reaction Database (ORD), a public repository of structured organic reaction records. Task: describe an organic reaction: reactants, conditions, products, and yield The reactants are CSC(=N[C@@H](CC1=CC(=CC=C1)C(C)(C)C)C(=O)O)SC (N-[bis-(methyl-thio)methylene]-3-t-butylphenylalanine), CN1CCOCC1 (NMM), ClC(=O)OCC (ethyl chloroformate). Run in CN(C)C=O (DMF). Reaction conditions: time 30 minute. Yields the product N[C@@H](CC1=CC(=CC=C1)C(C)(C)C)C(=O)N (Phe(3-tBu)-NH2). RXN SMILES: CSC(SC)=[N:4][C@H:5]([C:17]([OH:19])=O)[CH2:6][C:7]1[CH:12]=[CH:11][CH:10]=[C:9]([C:13]([CH3:16])([CH3:15])[CH3:14])[CH:8]=1.C[N:23]1CCOCC1.ClC(OCC)=O>CN(C=O)C>[NH2:4][C@H:5]([C:17]([NH2:23])=[O:19])[CH2:6][C:7]1[CH:12]=[CH:11][CH:10]=[C:9]([C:13]([CH3:16])([CH3:15])[CH3:14])[CH:8]=1. Procedure: To a solution of 492 mg (1.51 mmol) of N-[bis-(methyl-thio)methylene]-3-t-butylphenylalanine in 5 ml of DMF, 0.183 ml (1.66 mmol) of NMM and 0.159 ml (1.66 mmol) of ethyl chloroformate were added at −15° C. and the mixture was stirred for 30 minutes. The reaction mixture was stirred with bubbling of ammonia gas for another 30 minutes, left to stand at room temperature, diluted with ethyl acetate and washed first with water, then with saturated brine. The organic layer was dried with anhydrous ma... The reactants are CCCCOC(=O)COc1cc(F)c(-c2ncc(C(F)(F)F)n(C)c2=O)cc1[N+](=O)[O-], CCOC(C)=O, CC(=O)O, [Fe], O. Yields the product Cn1c(C(F)(F)F)cnc(-c2cc3c(cc2F)OCC(=O)N3)c1=O. As a reaction SMILES: [CH2:2]([O:3][C:7](=[O:8])[CH2:9][O:10][c:11]1[cH:12][c:13]([F:32])[c:14](-[c:20]2[c:21](=[O:31])[n:22]([CH3:30])[c:23]([C:26]([F:27])([F:28])[F:29])[cH:24][n:25]2)[cH:15][c:16]1[N+:17]([O-:4])=[O:5])[CH2:6][CH2:18][CH3:19].[CH3:33][CH2:34][O:35][C:36](=[O:37])[CH3:38].[CH3:39][C:40](=[O:41])[OH:42].[Fe:43].[OH2:1]>>[C:7]1(=[O:8])[CH2:9][O:10][c:11]2[cH:12][c:13]([F:32])[c:14](-[c:20]3[c:21](=[O:31])[n:22]([CH3:30])[c:23]([C:26]([F:27])([F:28])[F:29])[cH:24][n:25]3)[cH:15][c:16]2[NH:17]1. The reactants are ClC1=NC=2N(C(=C1)NC1CC1)N=CC2C=O (5-chloro-7-(cyclopropylamino)pyrazolo[1,5-a]pyrimidine-3-carbaldehyde), N1C(=O)NC(=O)C1 (hydantoin), N1CCCC1 (pyrrolidine). Run in CCO (EtOH). Reaction conditions: temperature 70 celsius. Product: ClC1=NC=2N(C(=C1)NC1CC1)N=CC2C=C2C(NC(N2)=O)=O (5-((5-chloro-7-(cyclopropylamino)pyrazolo-[1,5-a]pyrimidin-3-yl)methylene)imidazolidine-2,4-dione). Isolated yield 33.2%. RXN SMILES: [Cl:1][C:2]1[CH:7]=[C:6]([NH:8][CH:9]2[CH2:11][CH2:10]2)[N:5]2[N:12]=[CH:13][C:14]([CH:15]=O)=[C:4]2[N:3]=1.[NH:17]1[CH2:23][C:21](=[O:22])[NH:20][C:18]1=[O:19].N1CCCC1>CCO>[Cl:1][C:2]1[CH:7]=[C:6]([NH:8][CH:9]2[CH2:10][CH2:11]2)[N:5]2[N:12]=[CH:13][C:14]([CH:15]=[C:23]3[NH:17][C:18](=[O:19])[NH:20][C:21]3=[O:22])=[C:4]2[N:3]=1. Procedure: To 5-chloro-7-(cyclopropylamino)pyrazolo[1,5-a]pyrimidine-3-carbaldehyde (400 mg, 1.70 mmol) in EtOH was added hydantoin (186 mg, 1.86 mmol) and pyrrolidine (14 μL, 0.17 mmol). The reaction was stirred at 70° C. over weekend. Precipitate was filtered and air dried to yield 180 mg (33% yield) 5-((5-chloro-7-(cyclopropylamino)pyrazolo-[1,5-a]pyrimidin-3-yl)methylene)imidazolidine-2,4-dione. LCMS (M+1=319) Starting materials: ClCCCl, CO, CCN(C(C)C)C(C)C, Cl, CC(C)C(N)C(=O)N1CCC(c2ccc(Cl)cc2)CC1, CN(C)C=O, On1nnc2ccccc21, O=C(O)c1ccccc1. Product: CC(C)C(NC(=O)c1ccccc1)C(=O)N1CCC(c2ccc(Cl)cc2)CC1. Reaction SMILES: [CH2:52]([Cl:53])[CH2:54][Cl:55].[CH3:50][OH:51].[CH:32]([N:33]([CH2:34][CH3:35])[CH:36]([CH3:37])[CH3:38])([CH3:39])[CH3:40].[ClH:1].[NH2:2][CH:3]([C:4](=[O:5])[N:6]1[CH2:7][CH2:8][CH:9]([c:12]2[cH:13][cH:14][c:15]([Cl:18])[cH:16][cH:17]2)[CH2:10][CH2:11]1)[CH:19]([CH3:20])[CH3:21].[O:56]=[CH:57][N:58]([CH3:59])[CH3:60].[OH:22][n:23]1[c:24]2[c:25]([cH:26][cH:27][cH:28][cH:29]2)[n:30][n:31]1.[OH:41][C:42](=[O:43])[c:44]1[cH:45][cH:46][cH:47][cH:48][cH:49]1>>[NH:2]([CH:3]([C:4](=[O:5])[N:6]1[CH2:7][CH2:8][CH:9]([c:12]2[cH:13][cH:14][c:15]([Cl:18])[cH:16][cH:17]2)[CH2:10][CH2:11]1)[CH:19]([CH3:20])[CH3:21])[C:42](=[O:41])[c:44]1[cH:45][cH:46][cH:47][cH:48][cH:49]1. Reactants: NC1=C(C=C(C=C1)N1CCN(CC1)C(=O)OC(C)(C)C)NS(=O)(=O)C1=CC=CC=C1 (N-{2-amino-5-(4-t-butyloxycarbonyl-piperazinyl)-phenyl}benzenesulfonamide), CC1=C(C=CC(=C1)OC(F)(F)F)S(=O)(=O)Cl (2-methyl-4-trifluoromethoxybenzenesulfonylchloride). Yields the product COC1=CC(=C(C=C1)S(=O)(=O)NC1=C(C=C(C=C1)N1CCNCC1)NS(=O)(=O)C1=CC=CC=C1)C (4-Methoxy-2-methyl-N-[2-[(phenylsulfonyl) amino]-4-(1-piperazinyl)phenyl]benzenesulfonamide). RXN SMILES: [NH2:1][C:2]1[CH:7]=[CH:6][C:5]([N:8]2[CH2:13][CH2:12][N:11](C(OC(C)(C)C)=O)[CH2:10][CH2:9]2)=[CH:4][C:3]=1[NH:21][S:22]([C:25]1[CH:30]=[CH:29][CH:28]=[CH:27][CH:26]=1)(=[O:24])=[O:23].[CH3:31][C:32]1[CH:37]=[C:36]([O:38][C:39](F)(F)F)[CH:35]=[CH:34][C:33]=1[S:43](Cl)(=[O:45])=[O:44]>>[CH3:39][O:38][C:36]1[CH:35]=[CH:34][C:33]([S:43]([NH:1][C:2]2[CH:7]=[CH:6][C:5]([N:8]3[CH2:13][CH2:12][NH:11][CH2:10][CH2:9]3)=[CH:4][C:3]=2[NH:21][S:22]([C:25]2[CH:30]=[CH:29][CH:28]=[CH:27][CH:26]=2)(=[O:24])=[O:23])(=[O:45])=[O:44])=[C:32]([CH3:31])[CH:37]=1. Procedure details: 4-Methoxy-2-methyl-N-[2-[(phenylsulfonyl) amino]-4-(1-piperazinyl)phenyl]benzenesulfonamide was synthesized from N-{2-amino-5-(4-t-butyloxycarbonyl-piperazinyl)-phenyl}benzenesulfonamide and 2-methyl-4-trifluoromethoxybenzenesulfonylchloride (53 mg, 0.455 mmol) according to general method 3 to give before Boc-deprotection 70 mg of a purple solid. MS (posES-FIA) m/z=Found: 571.2; Calcd 571.12; 1H NMR δ 773-7.09 (m, 8H), 6.86 (d, 1H), 6.69 (dd, 1H), 6.48 (d, 1H), 3.29-3.17 (m, 8H), 2.62 (s, 3H). Starting materials: O=CC(=O)c1cccc(Br)c1, COc1ccc(CC(C)NO)cc1, CC(=O)[O-], CO, Cl, [Na+], O. Yields the product COc1ccc(CC(C)[N+]([O-])=CC(=O)c2cccc(Br)c2)cc1. Reaction SMILES: [Br:2][c:3]1[cH:4][c:5]([C:9](=[O:10])[CH:11]=[O:12])[cH:6][cH:7][cH:8]1.[CH3:14][O:15][c:16]1[cH:17][cH:18][c:19]([CH2:22][CH:23]([CH3:24])[NH:25][OH:26])[cH:20][cH:21]1.[CH3:28][C:29](=[O:30])[O-:31].[CH3:32][OH:33].[ClH:13].[Na+:27].[OH2:1]>>[Br:2][c:3]1[cH:4][c:5]([C:9](=[O:10])[CH:11]=[N+:25]([CH:23]([CH2:22][c:19]2[cH:18][cH:17][c:16]([O:15][CH3:14])[cH:21][cH:20]2)[CH3:24])[O-:26])[cH:6][cH:7][cH:8]1. Conditions: time 1.5 hour. Starting materials: C([O-])(O)=O.[Na+] (sodium bicarbonate), NC=1C=C2C(=C(C=NC2=CC1)C#N)NC1=CC(=CC=C1)Br (6-amino-4-[(3-bromophenyl)amino]-3-quinolinecarbonitrile), C(C)(C)N(CC)C(C)C (diisopropylethyl amine), COC/C=C/C(=O)Cl (4-methoxycrotonyl chloride). As a reaction SMILES: [NH2:1][C:2]1[CH:3]=[C:4]2[C:9](=[CH:10][CH:11]=1)[N:8]=[CH:7][C:6]([C:12]#[N:13])=[C:5]2[NH:14][C:15]1[CH:20]=[CH:19][CH:18]=[C:17]([Br:21])[CH:16]=1.C(N(C(C)C)CC)(C)C.[CH3:31][O:32][CH2:33]/[CH:34]=[CH:35]/[C:36](Cl)=[O:37].C(=O)(O)[O-].[Na+]>>[Br:21][C:17]1[CH:16]=[C:15]([NH:14][C:5]2[C:4]3[C:9](=[CH:10][CH:11]=[C:2]([NH:1][C:36](=[O:37])[CH:35]=[CH:34][CH2:33][O:32][CH3:31])[CH:3]=3)[N:8]=[CH:7][C:6]=2[C:12]#[N:13])[CH:20]=[CH:19][CH:18]=1 |f:3.4|. Procedure details: To a solution of 1.0 g (2.95 mmol) of of 6-amino-4-[(3-bromophenyl)amino]-3-quinolinecarbonitrile and 0.57 g (4.42 mmol) of diisopropylethyl amine at 0° C. with stirring was added 0.43 g (3.24 mmol) of 4-methoxycrotonyl chloride. After 1.5 hr at 0° C., the mixture was poured into a saturated solution of sodium bicarbonate and then extracted with ethyl acetate. The organic solution was dried over magnesium sulfate and the sovent was removed. The residue was recrystallized from 1-butanol giving 1.... The product is BrC=1C=C(C=CC1)NC1=C(C=NC2=CC=C(C=C12)NC(C=CCOC)=O)C#N (4-Methoxy-but-2-enoic acid [4-(3-bromo-phenylamino)-3-cyano-quinolin-6-yl]-amide). Reaction SMILES: [CH2:1]([O:2][CH2:3][n:10]1[n:11][c:12](-[c:15]2[cH:16][c:17]([C:18](=[O:19])[NH:20][CH:21]3[CH:22]([C:26](=[O:27])[N:28]4[CH2:29][C:30]([CH3:42])([CH3:43])[C:31]([OH:34])([c:35]5[cH:36][cH:37][c:38]([Cl:41])[cH:39][cH:40]5)[CH2:32][CH2:33]4)[CH2:23][CH2:24][CH2:25]3)[cH:44][cH:45][cH:46]2)[n:13][n:14]1)[c:4]1[cH:5][cH:6][cH:7][cH:8][cH:9]1.[F:47][C:48]([F:49])([F:50])[C:51]([OH:52])=[O:53]>>[n:10]1[n:11][c:12](-[c:15]2[cH:16][c:17]([C:18](=[O:19])[NH:20][CH:21]3[CH:22]([C:26](=[O:27])[N:28]4[CH2:29][C:30]([CH3:42])([CH3:43])[C:31]([OH:34])([c:35]5[cH:36][cH:37][c:38]([Cl:41])[cH:39][cH:40]5)[CH2:32][CH2:33]4)[CH2:23][CH2:24][CH2:25]3)[cH:44][cH:45][cH:46]2)[n:13][nH:14]1. Starting materials: CC1(C)CN(C(=O)C2CCCC2NC(=O)c2cccc(-c3nnn(COCc4ccccc4)n3)c2)CCC1(O)c1ccc(Cl)cc1, O=C(O)C(F)(F)F. Product: CC1(C)CN(C(=O)C2CCCC2NC(=O)c2cccc(-c3nn[nH]n3)c2)CCC1(O)c1ccc(Cl)cc1.